From a dataset of the Open Reaction Database (ORD), a public repository of structured organic reaction records. describe an organic reaction: reactants, conditions, products, and yield Reactants: CCCCc1cccc(=O)n1Cc1ccc(-c2ccccc2[N+](=O)[O-])cc1, CCO. The product is CCCCc1cccc(=O)n1Cc1ccc(-c2ccccc2N)cc1. Reaction SMILES: [CH2:1]([CH2:2][CH2:3][CH3:4])[c:5]1[cH:6][cH:7][cH:8][c:9](=[O:27])[n:10]1[CH2:11][c:12]1[cH:13][cH:14][c:15](-[c:18]2[c:19]([N+:24]([O-:25])=[O:26])[cH:20][cH:21][cH:22][cH:23]2)[cH:16][cH:17]1.[CH3:28][CH2:29][OH:30]>>[CH2:1]([CH2:2][CH2:3][CH3:4])[c:5]1[cH:6][cH:7][cH:8][c:9](=[O:27])[n:10]1[CH2:11][c:12]1[cH:13][cH:14][c:15](-[c:18]2[c:19]([NH2:24])[cH:20][cH:21][cH:22][cH:23]2)[cH:16][cH:17]1. The solvent is CC#N (CH3CN), C(Cl)Cl (CH2Cl2). Isolated yield 55.9%. Reactants: C(=O)(N1C=NC=C1)N1C=NC=C1 (1,1′-Carbonyldiimidazole), C(C)(C)(C)OC(=O)N1CCC(CC1)NC1=C(C=C(C=C1)Cl)CN (4-(2-aminomethyl-4-chloro-phenylamino)-piperidine-1-carboxylic acid tert-butyl ester). The product is C(C)(C)(C)OC(=O)N1CCC(CC1)N1C(NCC2=CC(=CC=C12)Cl)=O (4-(6-Chloro-2-oxo-3,4-dihydro-2H-quinazolin-1-yl)-piperidine-1-carboxylic acid tert-butyl ester). Reported procedure: 1,1′-Carbonyldiimidazole (0.51 g, 3.15 mmol) was added to a solution of 4-(2-aminomethyl-4-chloro-phenylamino)-piperidine-1-carboxylic acid tert-butyl ester (0.79 g, 2.25 mmol) in CH3CN (10 mL) over 3 h with stirring at 50° C. The reaction mixture was then cooled to room temperature and stirred for additional 2 h. The reaction mixture was dissolved in CH2Cl2 (100 mL), washed with water (2×10 mL), brine (1×10 mL). The organic layer was dried over Na2SO4 and concentrated. The residue was purified ... Reaction SMILES: [C:1](N1C=CN=C1)(N1C=CN=C1)=[O:2].[C:13]([O:17][C:18]([N:20]1[CH2:25][CH2:24][CH:23]([NH:26][C:27]2[CH:32]=[CH:31][C:30]([Cl:33])=[CH:29][C:28]=2[CH2:34][NH2:35])[CH2:22][CH2:21]1)=[O:19])([CH3:16])([CH3:15])[CH3:14]>CC#N.C(Cl)Cl>[C:13]([O:17][C:18]([N:20]1[CH2:25][CH2:24][CH:23]([N:26]2[C:27]3[C:28](=[CH:29][C:30]([Cl:33])=[CH:31][CH:32]=3)[CH2:34][NH:35][C:1]2=[O:2])[CH2:22][CH2:21]1)=[O:19])([CH3:16])([CH3:14])[CH3:15]. Conditions: temperature 50 celsius. Reactants: N1=CN=CC(=C1)C1=C2CC(NC2=CC=C1)=O (4-Pyrimidin-5-yl-1,3-dihydroindol-2-one), CC1=C(NC(=C1C(=O)N1CCN(CC1)C)C)C=O (3, 5-dimethyl-4-(4-methylpiperazine-1-carbonyl)-1H-pyrrole-2-carbaldehyde). Yields the product CC1=C(NC(=C1C(=O)N1CCN(CC1)C)C)C=C1C(NC2=CC=CC(=C12)C=1C=NC=NC1)=O (3-[3,5-Dimethyl-4-(4-methylpiperazine-1-carbonyl)-1H-pyrrol-2-ylmethylene]-4-pyrimidin-5-yl-1,3-dihydroindol-2-one). RXN SMILES: [N:1]1[CH:6]=[C:5]([C:7]2[CH:15]=[CH:14][CH:13]=[C:12]3[C:8]=2[CH2:9][C:10](=[O:16])[NH:11]3)[CH:4]=[N:3][CH:2]=1.[CH3:17][C:18]1[C:22]([C:23]([N:25]2[CH2:30][CH2:29][N:28]([CH3:31])[CH2:27][CH2:26]2)=[O:24])=[C:21]([CH3:32])[NH:20][C:19]=1[CH:33]=O>>[CH3:17][C:18]1[C:22]([C:23]([N:25]2[CH2:26][CH2:27][N:28]([CH3:31])[CH2:29][CH2:30]2)=[O:24])=[C:21]([CH3:32])[NH:20][C:19]=1[CH:33]=[C:9]1[C:8]2[C:12](=[CH:13][CH:14]=[CH:15][C:7]=2[C:5]2[CH:6]=[N:1][CH:2]=[N:3][CH:4]=2)[NH:11][C:10]1=[O:16]. Procedure: 4-Pyrimidin-5-yl-1,3-dihydroindol-2-one (53 mg, 0.25 mmol) was condensed with 3, 5-dimethyl-4-(4-methylpiperazine-1-carbonyl)-1H-pyrrole-2-carbaldehyde (69 mg, 0.275 mmol) to give the title compound. Reactants: CCOC(C)=O, COc1ccc2c(c1)CC(N)C2, Cl, [H-], [Na+], O=C1OC(=O)c2ccccc21, CN(C)C=O. Yields the product COc1ccc2c(c1)CC(N1C(=O)c3ccccc3C1=O)C2. As a reaction SMILES: [CH3:32][CH2:33][O:34][C:35]([CH3:36])=[O:37].[CH3:4][O:5][c:6]1[cH:7][c:8]2[c:12]([cH:13][cH:14]1)[CH2:11][CH:10]([NH2:15])[CH2:9]2.[ClH:3].[H-:2].[Na+:1].[O:16]=[C:17]1[O:18][C:19](=[O:20])[c:21]2[cH:22][cH:23][cH:24][cH:25][c:26]21.[O:27]=[CH:28][N:29]([CH3:30])[CH3:31]>>[CH3:4][O:5][c:6]1[cH:7][c:8]2[c:12]([cH:13][cH:14]1)[CH2:11][CH:10]([N:15]1[C:17](=[O:16])[c:26]3[c:21]([cH:22][cH:23][cH:24][cH:25]3)[C:19]1=[O:18])[CH2:9]2. Starting materials: Cc1cc([N+](=O)[O-])ccc1N=C=O, CC(C)CNC(CCl)CC(C)C. Yields the product Cc1cc([N+](=O)[O-])ccc1N=C1OCC(CC(C)C)N1CC(C)C. As a reaction SMILES: [CH3:13][c:14]1[c:15]([N:23]=[C:24]=[O:25])[cH:16][cH:17][c:18]([N+:20](=[O:21])[O-:22])[cH:19]1.[Cl:1][CH2:2][CH:3]([CH2:4][CH:5]([CH3:6])[CH3:7])[NH:8][CH2:9][CH:10]([CH3:11])[CH3:12]>>[CH2:2]1[CH:3]([CH2:4][CH:5]([CH3:6])[CH3:7])[N:8]([CH2:9][CH:10]([CH3:11])[CH3:12])[C:24](=[N:23][c:15]2[c:14]([CH3:13])[cH:19][c:18]([N+:20](=[O:21])[O-:22])[cH:17][cH:16]2)[O:25]1. Reactants: [BH4-], C=O, CC1(C)OB(c2cnn(C3CCNCC3)c2)OC1(C)C, CO, [Na+]. Yields the product CN1CCC(n2cc(B3OC(C)(C)C(C)(C)O3)cn2)CC1. RXN SMILES: [BH4-:23].[CH2:21]=[O:22].[CH3:1][C:2]1([CH3:20])[O:3][B:4]([c:9]2[cH:10][n:11][n:12]([CH:14]3[CH2:15][CH2:16][NH:17][CH2:18][CH2:19]3)[cH:13]2)[O:5][C:6]1([CH3:7])[CH3:8].[CH3:25][OH:26].[Na+:24]>>[CH3:1][C:2]1([CH3:20])[O:3][B:4]([c:9]2[cH:10][n:11][n:12]([CH:14]3[CH2:15][CH2:16][N:17]([CH3:21])[CH2:18][CH2:19]3)[cH:13]2)[O:5][C:6]1([CH3:7])[CH3:8]. Reactants: CC1(OCCO1)C1=CC=CC(=N1)CN1N=C(C=C1)N (1-[6-(2-methyl-[1,3]dioxolan-2-yl)-pyridin-2-ylmethyl]-1H-pyrazol-3-ylamine), FC(C1=CC=C(C=C1)/C=C/C(=O)O)(F)F ((E)-3-(4-trifluoromethyl-phenyl)-acrylic acid). Yields the product C(C)(=O)C1=CC=CC(=N1)CN1N=C(C=C1)NC(\C=C\C1=CC=C(C=C1)C(F)(F)F)=O ((E)-N-[1-(6-Acetyl-pyridin-2-ylmethyl)-1H-pyrazol-3-yl]-3-(4-trifluoromethyl-phenyl)-acrylamide). As a reaction SMILES: [CH3:1][C:2]1([C:7]2[N:12]=[C:11]([CH2:13][N:14]3[CH:18]=[CH:17][C:16]([NH2:19])=[N:15]3)[CH:10]=[CH:9][CH:8]=2)[O:6]CCO1.[F:20][C:21]([F:34])([F:33])[C:22]1[CH:27]=[CH:26][C:25](/[CH:28]=[CH:29]/[C:30](O)=[O:31])=[CH:24][CH:23]=1>>[C:2]([C:7]1[N:12]=[C:11]([CH2:13][N:14]2[CH:18]=[CH:17][C:16]([NH:19][C:30](=[O:31])/[CH:29]=[CH:28]/[C:25]3[CH:24]=[CH:23][C:22]([C:21]([F:33])([F:34])[F:20])=[CH:27][CH:26]=3)=[N:15]2)[CH:10]=[CH:9][CH:8]=1)(=[O:6])[CH3:1]. Reported procedure: Following general procedure B followed by C, starting from 1-[6-(2-methyl-[1,3]dioxolan-2-yl)-pyridin-2-ylmethyl]-1H-pyrazol-3-ylamine and (E)-3-(4-trifluoromethyl-phenyl)-acrylic acid. LC-MS-conditions 02: tR=1.04 min; [M+H]+=414.93. Starting materials: CC#N, Cl, C1COCCO1, O, Cc1ccc(-c2noc(CN(C)C(=O)OC(C)(C)C)n2)cc1NC(=O)c1cnc2ccccn12. Product: Cc1ccc(-c2noc(CN)n2)cc1NC(=O)c1cnc2ccccn12. Reaction SMILES: [CH3:36][C:37]#[N:38].[ClH:35].[O:39]1[CH2:40][CH2:41][O:42][CH2:43][CH2:44]1.[OH2:45].[n:1]1[cH:2][c:3]([C:10](=[O:11])[NH:12][c:13]2[cH:14][c:15](-[c:20]3[n:21][o:22][c:23]([CH2:25][N:26]([CH3:27])[C:28](=[O:29])[O:30][C:31]([CH3:32])([CH3:33])[CH3:34])[n:24]3)[cH:16][cH:17][c:18]2[CH3:19])[n:4]2[c:5]1[cH:6][cH:7][cH:8][cH:9]2>>[n:1]1[cH:2][c:3]([C:10](=[O:11])[NH:12][c:13]2[cH:14][c:15](-[c:20]3[n:21][o:22][c:23]([CH2:25][NH2:26])[n:24]3)[cH:16][cH:17][c:18]2[CH3:19])[n:4]2[c:5]1[cH:6][cH:7][cH:8][cH:9]2. The reactants are [Br-], Cc1ccc(-c2cccc3c2c(=O)c(C=O)nn3Cc2ccccc2)c(C)c1, CC(C)(C)[O-], C[P+](c1ccccc1)(c1ccccc1)c1ccccc1, [K+], O. Product: C=Cc1nn(Cc2ccccc2)c2cccc(-c3ccc(C)cc3C)c2c1=O. Reaction SMILES: [Br-:35].[CH2:7]([c:8]1[cH:9][cH:10][cH:11][cH:12][cH:13]1)[n:14]1[n:15][c:16]([CH:33]=[O:34])[c:17](=[O:32])[c:18]2[c:19](-[c:24]3[c:25]([CH3:31])[cH:26][c:27]([CH3:30])[cH:28][cH:29]3)[cH:20][cH:21][cH:22][c:23]12.[CH3:1][C:2]([CH3:3])([O-:4])[CH3:5].[CH3:36][P+:37]([c:38]1[cH:39][cH:40][cH:41][cH:42][cH:43]1)([c:44]1[cH:45][cH:46][cH:47][cH:48][cH:49]1)[c:50]1[cH:51][cH:52][cH:53][cH:54][cH:55]1.[K+:6].[OH2:56]>>[CH2:1]=[CH:33][c:16]1[n:15][n:14]([CH2:7][c:8]2[cH:9][cH:10][cH:11][cH:12][cH:13]2)[c:23]2[c:18]([c:17]1=[O:32])[c:19](-[c:24]1[c:25]([CH3:31])[cH:26][c:27]([CH3:30])[cH:28][cH:29]1)[cH:20][cH:21][cH:22]2. Starting materials: [Cl-].[Mn+2].[Cl-] (manganese(II) chloride), C1(=CC=CC=C1)C1NCCNCCNCCNCCNC1 (2-phenyl-1,4,7,10,13-pentaazacyclopentadecane), Example 31E. The solvent is solution. Conditions: time 8 hour. The product is ClC1(N(CCNCCNCCNCCNC1)Cl)C1=CC=CC=C1.[Mn+2] (Manganese(II)dichloro(2-Phenyl-1,4,7,10,13-pentaazacyclopentadecane)). The yield is 52.0%. RXN SMILES: [Cl-:1].[Mn+2:2].[Cl-:3].[C:4]1([CH:10]2[CH2:24][NH:23][CH2:22][CH2:21][NH:20][CH2:19][CH2:18][NH:17][CH2:16][CH2:15][NH:14][CH2:13][CH2:12][NH:11]2)[CH:9]=[CH:8][CH:7]=[CH:6][CH:5]=1>>[Cl:1][C:10]1([C:4]2[CH:5]=[CH:6][CH:7]=[CH:8][CH:9]=2)[CH2:24][NH:23][CH2:22][CH2:21][NH:20][CH2:19][CH2:18][NH:17][CH2:16][CH2:15][NH:14][CH2:13][CH2:12][N:11]1[Cl:3].[Mn+2:2] |f:0.1.2,4.5|. Reported procedure: To a methanolic solution (50 ml) at low reflux containing anhydrous manganese(II) chloride (150 mg, 1.19 mmol) was added a methanolic solution of 2-phenyl-1,4,7,10,13-pentaazacyclopentadecane prepared as in Example 31E (0.35 g, 1.2 mmol). The reaction was refluxed for 3 h under a dry nitrogen atmosphere and was then allowed to stir at room temperature overnight. The yellow solution was then filtered through celite and taken to dryness. The solid glassy oil was washed with hot ethyl ether (30 ml)...